From a dataset of the Open Reaction Database (ORD), a public repository of structured organic reaction records. describe an organic reaction: reactants, conditions, products, and yield The reactants are N#C[Zn]C#N, CCOC(C)=O, N#Cc1cc(Br)cc(Oc2c(Cl)ccc(CN)c2F)c1, CN(C)C=O, c1ccc(P(c2ccccc2)(c2ccccc2)[Pd](P(c2ccccc2)(c2ccccc2)c2ccccc2)(P(c2ccccc2)(c2ccccc2)c2ccccc2)P(c2ccccc2)(c2ccccc2)c2ccccc2)cc1. The product is N#Cc1cc(C#N)cc(Oc2c(Cl)ccc(CN)c2F)c1. RXN SMILES: [C:21](#[N:22])[Zn:23][C:24]#[N:25].[CH3:31][CH2:32][O:33][C:34]([CH3:35])=[O:36].[NH2:1][CH2:2][c:3]1[c:4]([F:20])[c:5]([O:10][c:11]2[cH:12][c:13]([C:14]#[N:15])[cH:16][c:17]([Br:19])[cH:18]2)[c:6]([Cl:9])[cH:7][cH:8]1.[O:26]=[CH:27][N:28]([CH3:29])[CH3:30].[cH:37]1[cH:38][cH:39][c:40]([P:41]([Pd:42]([P:43]([c:44]2[cH:45][cH:46][cH:47][cH:48][cH:49]2)([c:50]2[cH:51][cH:52][cH:53][cH:54][cH:55]2)[c:56]2[cH:57][cH:58][cH:59][cH:60][cH:61]2)([P:62]([c:63]2[cH:64][cH:65][cH:66][cH:67][cH:68]2)([c:69]2[cH:70][cH:71][cH:72][cH:73][cH:74]2)[c:75]2[cH:76][cH:77][cH:78][cH:79][cH:80]2)[P:81]([c:82]2[cH:83][cH:84][cH:85][cH:86][cH:87]2)([c:88]2[cH:89][cH:90][cH:91][cH:92][cH:93]2)[c:94]2[cH:95][cH:96][cH:97][cH:98][cH:99]2)([c:100]2[cH:101][cH:102][cH:103][cH:104][cH:105]2)[c:106]2[cH:107][cH:108][cH:109][cH:110][cH:111]2)[cH:112][cH:113]1>>[NH2:1][CH2:2][c:3]1[c:4]([F:20])[c:5]([O:10][c:11]2[cH:12][c:13]([C:14]#[N:15])[cH:16][c:17]([C:21]#[N:22])[cH:18]2)[c:6]([Cl:9])[cH:7][cH:8]1.